This data is from the Open Reaction Database (ORD), a public repository of structured organic reaction records. The task is: describe an organic reaction: reactants, conditions, products, and yield RXN SMILES: [CH2:1]([CH3:2])[O:3][C:4]([CH2:5][n:6]1[cH:7][cH:8][c:9]2[cH:10][c:11]([O:15][CH2:16][c:17]3[c:18]([CH2:33][CH2:34][O:35][CH3:36])[n:19][c:20](-[c:23]4[cH:24][cH:25][c:26]([C:29]([F:30])([F:31])[F:32])[cH:27][cH:28]4)[n:21][cH:22]3)[cH:12][cH:13][c:14]12)=[O:37].[CH2:40]1[O:41][CH2:42][CH2:43][CH2:44]1.[Li+:38].[OH-:39]>>[O:3]=[C:4]([CH2:5][n:6]1[cH:7][cH:8][c:9]2[cH:10][c:11]([O:15][CH2:16][c:17]3[c:18]([CH2:33][CH2:34][O:35][CH3:36])[n:19][c:20](-[c:23]4[cH:24][cH:25][c:26]([C:29]([F:30])([F:31])[F:32])[cH:27][cH:28]4)[n:21][cH:22]3)[cH:12][cH:13][c:14]12)[OH:37]. Starting materials: CCOC(=O)Cn1ccc2cc(OCc3cnc(-c4ccc(C(F)(F)F)cc4)nc3CCOC)ccc21, C1CCOC1, [Li+], [OH-]. Product: COCCc1nc(-c2ccc(C(F)(F)F)cc2)ncc1COc1ccc2c(ccn2CC(=O)O)c1. Reactants: C(C1=CC=CC=C1)N1CCC(CC1)OC1=CC=CC=C1 (1-benzyl-4-phenoxy-piperidine), C(=O)(C(F)(F)F)O (TFA). The reagents and catalysts are [Pd] (Pd—C). Run in CO (MeOH). Conditions: time 20 hour. Product: O(C1=CC=CC=C1)C1CCNCC1 (4-Phenoxy-piperidine). Reaction SMILES: C([N:8]1[CH2:13][CH2:12][CH:11]([O:14][C:15]2[CH:20]=[CH:19][CH:18]=[CH:17][CH:16]=2)[CH2:10][CH2:9]1)C1C=CC=CC=1.C(O)(C(F)(F)F)=O>CO.[Pd]>[O:14]([CH:11]1[CH2:12][CH2:13][NH:8][CH2:9][CH2:10]1)[C:15]1[CH:16]=[CH:17][CH:18]=[CH:19][CH:20]=1. Reported procedure: A mixture of 1-benzyl-4-phenoxy-piperidine (420 mg, 1.6 mmol), Pd—C 10% (10 mg) and TFA (0.18 mL, 1,6 mmol) in MeOH (5 mL) is hydrogenated at room temperature and atmospheric pressure for 20 h. The mixture is filtered over Celite and the filtrate is concentrated under reduced pressure. The residue is dissolved in CH2Cl2, washed with sat. NaHCO3, filtered and concentrated to provide the title compound. Starting materials: OCCCCCCCCCCCNC(C1=CN=C(C=C1)Cl)=O (N-(11-hydroxy-1-undecanyl)-6-chloronicotinamide), N1CCNCC1 (piperazine). The solvent is C1(=CC=CC=C1)C (toluene). Run at time 5 hour. Product: OCCCCCCCCCCCNC(C1=CN=C(C=C1)N1CCNCC1)=O (N-(11-hydroxy-1-undecanyl)-6-piperazinylnicotinamide). Reaction SMILES: [OH:1][CH2:2][CH2:3][CH2:4][CH2:5][CH2:6][CH2:7][CH2:8][CH2:9][CH2:10][CH2:11][CH2:12][NH:13][C:14](=[O:22])[C:15]1[CH:20]=[CH:19][C:18](Cl)=[N:17][CH:16]=1.[NH:23]1[CH2:28][CH2:27][NH:26][CH2:25][CH2:24]1>C1(C)C=CC=CC=1>[OH:1][CH2:2][CH2:3][CH2:4][CH2:5][CH2:6][CH2:7][CH2:8][CH2:9][CH2:10][CH2:11][CH2:12][NH:13][C:14](=[O:22])[C:15]1[CH:20]=[CH:19][C:18]([N:23]2[CH2:28][CH2:27][NH:26][CH2:25][CH2:24]2)=[N:17][CH:16]=1. Procedure details: 2.36 g of N-(11-hydroxy-1-undecanyl)-6-chloronicotinamide and 3.15 g of piperazine were suspended in 50 ml of toluene and the suspension was stirred at 120°-130° C. for 5 hrs. This reaction mixture was concentrated and the residue was purified by silica gel column chromatography (chloroform:methanol=5:1) to obtain quantitatively N-(11-hydroxy-1-undecanyl)-6-piperazinylnicotinamide. This compound was added under ice-cooling to 10 ml of fuming nitric acid and the mixture was stirred below 5° C. fo... Starting materials: O(C1=CC=CC=C1)P(=O)(OC1=CC=CC=C1)OC=1[C@@H]([C@@H]2N(C1C(=O)OCC1=CC=C(C=C1)[N+](=O)[O-])C([C@@H]2[C@@H](C)O)=O)C (p-nitrobenzyl (1R,5S,6S)-2-diphenoxyphosphoryloxy-6-[(R)-1-hydroxyethyl]-1-methyl-1-carbapen-2-em-3-carboxylate), C(N)(=O)C1N(CC(C1)[C@H]1N(C[C@H](C1)S)C(=O)OCC1=CC=C(C=C1)[N+](=O)[O-])C(=O)OCC1=CC=C(C=C1)[N+](=O)[O-] ((2S,4S)-2-[2-carbamoyl-N-(p-nitrobenzyloxycarbonyl)pyrrolidin-4-yl]-4-mercapto-N-(p-nitrobenzyloxycarbonyl)pyrrolidine). Yields the product C(N)(=O)C1N(CC(C1)[C@H]1N(C[C@H](C1)SC=1[C@@H]([C@H]2N(C1C(=O)OCC1=CC=C(C=C1)[N+](=O)[O-])C([C@@H]2[C@@H](C)O)=O)C)C(=O)OCC2=CC=C(C=C2)[N+](=O)[O-])C(=O)OCC2=CC=C(C=C2)[N+](=O)[O-] (p-nitrobenzyl (1R,5S,6S)-2-[(2S,4S)-2-[2-carbamoyl-N-(p-nitrobenzyloxycarbonyl)pyrrolidin-4-yl)-N-(p-nitrobenzyloxycarbonyl)pyrrolidin-4-ylthio]-6-[(R)-1-hydroxyethyl]-1-methyl-1-carbapen-2-em-3-carboxylate). Yield: 82.9%. As a reaction SMILES: O(P(O[C:18]1[C@H:19]([CH3:42])[C@H:20]2[C@@H:37]([C@H:38]([OH:40])[CH3:39])[C:36](=[O:41])[N:21]2[C:22]=1[C:23]([O:25][CH2:26][C:27]1[CH:32]=[CH:31][C:30]([N+:33]([O-:35])=[O:34])=[CH:29][CH:28]=1)=[O:24])(OC1C=CC=CC=1)=O)C1C=CC=CC=1.[C:43]([CH:46]1[CH2:50][CH:49]([C@@H:51]2[CH2:55][C@H:54]([SH:56])[CH2:53][N:52]2[C:57]([O:59][CH2:60][C:61]2[CH:66]=[CH:65][C:64]([N+:67]([O-:69])=[O:68])=[CH:63][CH:62]=2)=[O:58])[CH2:48][N:47]1[C:70]([O:72][CH2:73][C:74]1[CH:79]=[CH:78][C:77]([N+:80]([O-:82])=[O:81])=[CH:76][CH:75]=1)=[O:71])(=[O:45])[NH2:44]>>[C:43]([CH:46]1[CH2:50][CH:49]([C@@H:51]2[CH2:55][C@H:54]([S:56][C:18]3[C@H:19]([CH3:42])[C@@H:20]4[C@@H:37]([C@H:38]([OH:40])[CH3:39])[C:36](=[O:41])[N:21]4[C:22]=3[C:23]([O:25][CH2:26][C:27]3[CH:28]=[CH:29][C:30]([N+:33]([O-:35])=[O:34])=[CH:31][CH:32]=3)=[O:24])[CH2:53][N:52]2[C:57]([O:59][CH2:60][C:61]2[CH:62]=[CH:63][C:64]([N+:67]([O-:69])=[O:68])=[CH:65][CH:66]=2)=[O:58])[CH2:48][N:47]1[C:70]([O:72][CH2:73][C:74]1[CH:79]=[CH:78][C:77]([N+:80]([O-:82])=[O:81])=[CH:76][CH:75]=1)=[O:71])(=[O:45])[NH2:44]. Procedure details: The same procedure as in Example 1-1 was carried out by using p-nitrobenzyl (1R,5S,6S)-2-diphenoxyphosphoryloxy-6-[(R)-1-hydroxyethyl]-1-methyl-1-carbapen-2-em-3-carboxylate (174 mg, 0.29 mmol) and (2S,4S)-2-[2-carbamoyl-N-(p-nitrobenzyloxycarbonyl)pyrrolidin-4-yl]-4-mercapto-N-(p-nitrobenzyloxycarbonyl)pyrrolidine diastereomer I (160 mg, 0.28 mmol, compound of Reference Example 13) to obtain p-nitrobenzyl (1R,5S,6S)-2-[(2S,4S)-2-[2-carbamoyl-N-(p-nitrobenzyloxycarbonyl)pyrrolidin-4-yl)-N-(p-nit...